The task is: describe an organic reaction: reactants, conditions, products, and yield. This data is from the Open Reaction Database (ORD), a public repository of structured organic reaction records. The reactants are [BH4-], C1CCOC1, CO, Cl, Cn1cncc1-c1cc2nccc(Oc3ccc([N+](=O)[O-])cc3F)c2s1, [NH4+], [Na+], [OH-]. Product: Cn1cncc1-c1cc2nccc(Oc3ccc(N)cc3F)c2s1. As a reaction SMILES: [BH4-:27].[CH2:33]1[O:34][CH2:35][CH2:36][CH2:37]1.[CH3:31][OH:32].[ClH:38].[F:1][c:2]1[c:3]([O:4][c:5]2[c:6]3[c:7]([n:8][cH:9][cH:10]2)[cH:11][c:12](-[c:14]2[cH:15][n:16][cH:17][n:18]2[CH3:19])[s:13]3)[cH:20][cH:21][c:22]([N+:24]([O-:25])=[O:26])[cH:23]1.[NH4+:30].[Na+:28].[OH-:29]>>[F:1][c:2]1[c:3]([O:4][c:5]2[c:6]3[c:7]([n:8][cH:9][cH:10]2)[cH:11][c:12](-[c:14]2[cH:15][n:16][cH:17][n:18]2[CH3:19])[s:13]3)[cH:20][cH:21][c:22]([NH2:24])[cH:23]1. As a reaction SMILES: [CH3:8][O:9][C:10]([CH2:11][c:12]1[cH:13][cH:14][c:15](-[c:18]2[c:19]([CH3:51])[cH:20][c:21]([C:24]([CH2:25][CH3:26])([c:27]3[cH:28][c:29]([CH3:48])[c:30]([C:33]#[C:34][C:35]([C:36]([F:37])([F:38])[F:39])([C:40]([F:41])([F:42])[F:43])[O:44][CH2:45][O:46][CH3:47])[cH:31][cH:32]3)[CH2:49][CH3:50])[cH:22][cH:23]2)[cH:16][cH:17]1)=[O:52].[Cl:53][CH2:54][Cl:55].[OH:1][C:2]([C:3]([F:4])([F:5])[F:6])=[O:7]>>[CH3:8][O:9][C:10]([CH2:11][c:12]1[cH:13][cH:14][c:15](-[c:18]2[c:19]([CH3:51])[cH:20][c:21]([C:24]([CH2:25][CH3:26])([c:27]3[cH:28][c:29]([CH3:48])[c:30]([C:33]#[C:34][C:35]([C:36]([F:37])([F:38])[F:39])([C:40]([F:41])([F:42])[F:43])[OH:44])[cH:31][cH:32]3)[CH2:49][CH3:50])[cH:22][cH:23]2)[cH:16][cH:17]1)=[O:52]. Reactants: CCC(CC)(c1ccc(C#CC(OCOC)(C(F)(F)F)C(F)(F)F)c(C)c1)c1ccc(-c2ccc(CC(=O)OC)cc2)c(C)c1, ClCCl, O=C(O)C(F)(F)F. The product is CCC(CC)(c1ccc(C#CC(O)(C(F)(F)F)C(F)(F)F)c(C)c1)c1ccc(-c2ccc(CC(=O)OC)cc2)c(C)c1. Starting materials: OC(CC#N)(C1=CC=CC=C1)C1=CC=CC=C1 (3-hydroxy-3,3-diphenylpropionitrile), C(C)OC(CI)OCC (iodo acetaldehyde diethylacetal). Reagents/catalysts: S(=O)(=O)(O)[O-].C(CCC)[N+](CCCC)(CCCC)CCCC (tetra-n-butylammonium hydrogen sulfate). Solvent: C(Cl)Cl (methylene chloride), [OH-].[Na+] (sodium hydroxide). Run at time 24 hour. Yields the product C(C)OC(COC(CC#N)(C1=CC=CC=C1)C1=CC=CC=C1)OCC (2-(2-cyano-1,1-diphenylethoxy)-acetaldehyde diethylacetal). As a reaction SMILES: [OH:1][C:2]([C:12]1[CH:17]=[CH:16][CH:15]=[CH:14][CH:13]=1)([C:6]1[CH:11]=[CH:10][CH:9]=[CH:8][CH:7]=1)[CH2:3][C:4]#[N:5].[CH2:18]([O:20][CH:21]([O:24][CH2:25][CH3:26])[CH2:22]I)[CH3:19]>S([O-])(O)(=O)=O.C([N+](CCCC)(CCCC)CCCC)CCC.C(Cl)Cl.[OH-].[Na+]>[CH2:18]([O:20][CH:21]([O:24][CH2:25][CH3:26])[CH2:22][O:1][C:2]([C:12]1[CH:17]=[CH:16][CH:15]=[CH:14][CH:13]=1)([C:6]1[CH:11]=[CH:10][CH:9]=[CH:8][CH:7]=1)[CH2:3][C:4]#[N:5])[CH3:19] |f:2.3,5.6|. Procedure: To the solution of 11.15 g of 3-hydroxy-3,3-diphenylpropionitrile, 13.4 g of iodo acetaldehyde diethylacetal, and 0.9 g of tetra-n-butylammonium hydrogen sulfate in 40 ml of methylene chloride, 10 ml of 50% aqueous sodium hydroxide are added and the mixture is well stirred at room temperature for 24 hours. It is washed with water, dried and evaporated, to give the 2-(2-cyano-1,1-diphenylethoxy)-acetaldehyde diethylacetal as an oil which is sufficiently pure to be used without purification. Starting materials: C(C)(=O)OCC (ethyl acetate), C([O-])([O-])=O.[K+].[K+] (potassium carbonate), OCC1=CC=CC(=N1)C(=O)N (6-hydroxymethyl-2-pyridinecarboxamide), C(C)(=O)OC(C)=O (acetic anhydride). Run in O (water), O1CCCC1 (tetrahydrofuran). Product: C(C)(=O)OCC1=CC=CC(=N1)C(=O)N (6-acetoxymethyl-2-pyridinecarboxamide). As a reaction SMILES: [OH:1][CH2:2][C:3]1[N:8]=[C:7]([C:9]([NH2:11])=[O:10])[CH:6]=[CH:5][CH:4]=1.[C:12](OC(=O)C)(=[O:14])[CH3:13].C(OCC)(=O)C.C(=O)([O-])[O-].[K+].[K+]>O1CCCC1.O>[C:12]([O:1][CH2:2][C:3]1[N:8]=[C:7]([C:9]([NH2:11])=[O:10])[CH:6]=[CH:5][CH:4]=1)(=[O:14])[CH3:13] |f:3.4.5|. Procedure details: A mixture of 6-hydroxymethyl-2-pyridinecarboxamide (80 g) and acetic anhydride (198.8 ml) in tetrahydrofuran (800 ml) was heated under reflux for 24 hours. The reaction mixture was added to a mixture of ethyl acetate and water and the mixture was adjusted to pH 8 with potassium carbonate. The separated organic layer was washed with brine, dried over magnesium sulfate and evaporated to give 6-acetoxymethyl-2-pyridinecarboxamide (93.34 g).